Dataset: the Open Reaction Database (ORD), a public repository of structured organic reaction records. Task: describe an organic reaction: reactants, conditions, products, and yield Starting materials: [Al+3], O=C(O)c1ccccc1SCc1ccccc1, C1CCOC1, CO, Cl, [H-], [H-], [H-], [H-], [Li+]. The product is OCc1ccccc1SCc1ccccc1. As a reaction SMILES: [Al+3:19].[CH2:1]([c:2]1[cH:3][cH:4][cH:5][cH:6][cH:7]1)[S:8][c:9]1[c:10]([C:11](=[O:12])[OH:13])[cH:14][cH:15][cH:16][cH:17]1.[CH2:27]1[O:28][CH2:29][CH2:30][CH2:31]1.[CH3:24][OH:25].[ClH:26].[H-:18].[H-:21].[H-:22].[H-:23].[Li+:20]>>[CH2:1]([c:2]1[cH:3][cH:4][cH:5][cH:6][cH:7]1)[S:8][c:9]1[c:10]([CH2:11][OH:12])[cH:14][cH:15][cH:16][cH:17]1. Isolated yield 99.1%. Conditions: time 18 hour. Procedure details: 1-(1,4-dioxaspiro[4.5]decan-8-yl)pyrrolidin-2-one (143 mg, 0.64 mmol) from above step B, was dissolved in acetonitrile, treated with 6N HCl, and stirred at room temperature for 18 h. reaction mixture was concentrated in vacuo, treated with saturated NaHCO3 to pH 6. The solvents were removed under vacuum and the residue treated with saturated NaCl (2 mL) and extracted with 4:1 EtOAc/iPrOH (×4). The organic fractions were combined, filtered and evaporated to give 115 mg of 1-(4-oxocyclohexyl)pyrro... Product: O=C1CCC(CC1)N1C(CCC1)=O (1-(4-oxocyclohexyl)pyrrolidin-2-one). RXN SMILES: O1[C:5]2([CH2:10][CH2:9][CH:8]([N:11]3[CH2:15][CH2:14][CH2:13][C:12]3=[O:16])[CH2:7][CH2:6]2)[O:4]CC1.Cl>C(#N)C>[O:4]=[C:5]1[CH2:6][CH2:7][CH:8]([N:11]2[CH2:15][CH2:14][CH2:13][C:12]2=[O:16])[CH2:9][CH2:10]1. Run in C(C)#N (acetonitrile). The reactants are O1CCOC12CCC(CC2)N2C(CCC2)=O (1-(1,4-dioxaspiro[4.5]decan-8-yl)pyrrolidin-2-one), Cl (HCl).